This data is from the Open Reaction Database (ORD), a public repository of structured organic reaction records. The task is: describe an organic reaction: reactants, conditions, products, and yield The reactants are C(C)(=O)OCC (ethyl acetate), COC(=O)C=1N(S(C2=C(C1O)C=CC1=CC=CC=C12)(=O)=O)C (4-hydroxy-2-methyl-2H-naphtho[ 2,1-e]-1,2-thiazine-3-carboxylic acid methyl ester-1,1-dioxide), NC1=NC=CC(=C1)C (2-amino-4-methylpyridine). Run in C=1(C(=CC=CC1)C)C (xylene). Product: OC1=C(N(S(C2=C1C=CC1=CC=CC=C12)(=O)=O)C)C(=O)NC1=NC=CC(=C1)C (4-hydroxy-2-methyl-N-(4-methyl-2-pyridyl)-2H-naphtho[2,1-e]-1,2-thiazine-3-carboxamide-1,1-dioxide). The yield is 55.3%. As a reaction SMILES: CO[C:3]([C:5]1[N:6]([CH3:22])[S:7](=[O:21])(=[O:20])[C:8]2[C:19]3[C:14](=[CH:15][CH:16]=[CH:17][CH:18]=3)[CH:13]=[CH:12][C:9]=2[C:10]=1[OH:11])=[O:4].[NH2:23][C:24]1[CH:29]=[C:28]([CH3:30])[CH:27]=[CH:26][N:25]=1.C(OCC)(=O)C>C1(C)C(C)=CC=CC=1>[OH:11][C:10]1[C:9]2[CH:12]=[CH:13][C:14]3[C:19]([C:8]=2[S:7](=[O:20])(=[O:21])[N:6]([CH3:22])[C:5]=1[C:3]([NH:23][C:24]1[CH:29]=[C:28]([CH3:30])[CH:27]=[CH:26][N:25]=1)=[O:4])=[CH:18][CH:17]=[CH:16][CH:15]=3. Reported procedure: 5.0 gm (0.016 mol) of 4-hydroxy-2-methyl-2H-naphtho[ 2,1-e]-1,2-thiazine-3-carboxylic acid methyl ester-1,1-dioxide were reacted with 2.2 gm (0.02 mol) of 2-amino-4-methylpyridine in 220 ml of xylene analogous to Example 10, and yielded 3.5 gm (58% of theory) of 4-hydroxy-2-methyl-N-(4-methyl-2-pyridyl)-2H-naphtho[2,1-e]-1,2-thiazine-3-carboxamide-1,1-dioxide, m.p. 221° C (decomp.; from ethyl acetate). The reactants are ClC=1C=C(C=CC1)C1CN(C(CO1)=O)C(C)C (2-[3-chlorophenyl]-4-[1-methylethyl]-5-oxomorpholine), B.CSC (borane methyl sulphide). Solvent: CO.C(C)(=O)OCC (methanol ethyl acetate). Yields the product Cl.ClC=1C=C(C=CC1)C1CN(CCO1)C(C)C (2-[3-Chlorophenyl]-4-[1-methylethyl]morpholine hydrochloride). RXN SMILES: [Cl:1][C:2]1[CH:3]=[C:4]([CH:8]2[O:13][CH2:12][C:11](=O)[N:10]([CH:15]([CH3:17])[CH3:16])[CH2:9]2)[CH:5]=[CH:6][CH:7]=1.B.CSC>CO.C(OCC)(=O)C>[ClH:1].[Cl:1][C:2]1[CH:3]=[C:4]([CH:8]2[O:13][CH2:12][CH2:11][N:10]([CH:15]([CH3:17])[CH3:16])[CH2:9]2)[CH:5]=[CH:6][CH:7]=1 |f:1.2,3.4,5.6|. Procedure details: The title compound, m.p. 224°-5° C. (methanol-ethyl acetate), was prepared from 2-[3-chlorophenyl]-4-[1-methylethyl]-5-oxomorpholine and borane-methyl sulphide by an analogous procedure to that described in Example 1. Starting materials: O=C(O)c1cc(C2CCCC2)[nH]n1, O=[N+]([O-])O, O=S(=O)(O)O. Product: O=C(O)c1n[nH]c(C2CCCC2)c1[N+](=O)[O-]. Reaction SMILES: [CH:1]1([c:6]2[cH:7][c:8]([C:11](=[O:12])[OH:13])[n:9][nH:10]2)[CH2:2][CH2:3][CH2:4][CH2:5]1.[OH:19][N+:20]([O-:21])=[O:22].[S:14](=[O:15])(=[O:16])([OH:17])[OH:18]>>[CH:1]1([c:6]2[c:7]([N+:20](=[O:19])[O-:21])[c:8]([C:11](=[O:12])[OH:13])[n:9][nH:10]2)[CH2:2][CH2:3][CH2:4][CH2:5]1. The reactants are OC1=CC=C2C(C=C(OC2=C1)C1=CC=CC=C1)=O (7-hydroxyflavone), [OH-].[Na+] (sodium hydroxide), C(Cl)C1CO1 (epichlorohydrin). Run in O (water). Product: O1C(COC2=CC=C3C(C=C(OC3=C2)C2=CC=CC=C2)=O)C1 (7-(2,3-Epoxypropoxy)flavone). Reaction SMILES: [OH-].[Na+].[OH:3][C:4]1[CH:13]=[C:12]2[C:7]([C:8](=[O:20])[CH:9]=[C:10]([C:14]3[CH:19]=[CH:18][CH:17]=[CH:16][CH:15]=3)[O:11]2)=[CH:6][CH:5]=1.[CH2:21]([CH:23]1[O:25][CH2:24]1)Cl>O>[O:25]1[CH2:24][CH:23]1[CH2:21][O:3][C:4]1[CH:13]=[C:12]2[C:7]([C:8](=[O:20])[CH:9]=[C:10]([C:14]3[CH:19]=[CH:18][CH:17]=[CH:16][CH:15]=3)[O:11]2)=[CH:6][CH:5]=1 |f:0.1|. Reported procedure: To a solution of 82.2 g (2.06 mol) of sodium hydroxide in 585 ml of water were added 3.7 liters of issopropanol and then 490 g (2.06 mol) of 7-hydroxyflavone. To the above mixture were then added 1645 ml (20.5 mol) of epichlorohydrin and the mixture was heated at 70° for 2 hr with stirring. The hot reaction mixture was filtered to remove a solid dimeric by-product. The filtrate was concentrated under reduced pressure (water aspirator) at 50° to 60°. The semisolid residue was treated with 4.4 lit... The reactants are CC(CC(O)C(Cc1ccccc1)NC(=O)c1cc(-c2ccccc2)cc(N2CCCC2=O)c1)C(=O)NCCC(C)(C)C, CC(C)C1COC(=O)N1c1cccc(C(=O)O)c1, CC(CC(O)C(N)Cc1ccccc1)C(=O)NC1CC2CCC1C2. Yields the product CC(CC(O)C(Cc1ccccc1)NC(=O)c1cccc(N2C(=O)OCC2C(C)C)c1)C(=O)NC1CC2CCC1C2. Reaction SMILES: [CH2:1]([CH:2]([NH:3][C:4](=[O:5])[c:6]1[cH:7][c:8](-[c:9]2[cH:10][cH:11][cH:12][cH:13][cH:14]2)[cH:15][c:16]([N:17]2[CH2:18][CH2:19][CH2:20][C:21]2=[O:22])[cH:23]1)[CH:24]([OH:25])[CH2:26][CH:27]([C:28](=[O:29])[NH:30][CH2:31][CH2:32][C:33]([CH3:34])([CH3:35])[CH3:36])[CH3:37])[c:38]1[cH:39][cH:40][cH:41][cH:42][cH:43]1.[CH:44]([CH3:45])([CH3:46])[CH:47]1[N:48]([c:53]2[cH:54][c:55]([C:56](=[O:57])[OH:58])[cH:59][cH:60][cH:61]2)[C:49](=[O:52])[O:50][CH2:51]1.[CH:62]12[CH:63]([NH:69][C:70]([CH:71]([CH2:72][CH:73]([CH:74]([CH2:75][c:76]3[cH:77][cH:78][cH:79][cH:80][cH:81]3)[NH2:82])[OH:83])[CH3:84])=[O:85])[CH2:64][CH:65]([CH2:66][CH2:67]1)[CH2:68]2>>[CH:44]([CH3:45])([CH3:46])[CH:47]1[N:48]([c:53]2[cH:54][c:55]([C:56](=[O:58])[NH:82][CH:74]([CH:73]([CH2:72][CH:71]([C:70]([NH:69][CH:63]3[CH:62]4[CH2:67][CH2:66][CH:65]([CH2:64]3)[CH2:68]4)=[O:85])[CH3:84])[OH:83])[CH2:75][c:76]3[cH:77][cH:78][cH:79][cH:80][cH:81]3)[cH:59][cH:60][cH:61]2)[C:49](=[O:52])[O:50][CH2:51]1.